The task is: describe an organic reaction: reactants, conditions, products, and yield. This data is from the Open Reaction Database (ORD), a public repository of structured organic reaction records. Starting materials: C(C)(=O)N1C(CC(C1)OC(C)(C)OC)C(=O)NC=1C=C2C=C(C(NC2=CC1)=O)C(=O)O (6-[[[1-acetyl-4-(1-methoxy-1-methylethoxy)2-pyrrolidinyl]carbonyl]amino]-1,2-dihydro-2-oxo-3-quinolinecarboxylic acid), C(C)#N (acetonitrile), C(=O)(N1C=NC=C1)N1C=NC=C1 (carbonyldiimidazole). The solvent is CN(C=O)C (dimethylformamide). Run at time 2 hour. Product: [N-]1C=NC=C1.C(C)(=O)N1C(CC(C1)OC(C)(C)OC)C(=O)NC=1C=C2C=C(C(NC2=CC1)=O)C(=O)O (6-[[[1-acetyl-4-(1-methoxy-1-methylethoxy)-2-pyrrolidinyl]carbonyl]amino]-1,2-dihydro-2-oxo-3-quinolinecarboxylic acid imidazolide). As a reaction SMILES: [C:1]([N:4]1[CH2:8][CH:7]([O:9][C:10]([O:13][CH3:14])([CH3:12])[CH3:11])[CH2:6][CH:5]1[C:15]([NH:17][C:18]1[CH:19]=[C:20]2[C:25](=[CH:26][CH:27]=1)[NH:24][C:23](=[O:28])[C:22]([C:29]([OH:31])=[O:30])=[CH:21]2)=[O:16])(=[O:3])[CH3:2].C(#N)C.C(N1C=CN=C1)(N1C=CN=C1)=O>CN(C)C=O>[N-:4]1[CH:5]=[CH:15][N:17]=[CH:18]1.[C:1]([N:4]1[CH2:8][CH:7]([O:9][C:10]([O:13][CH3:14])([CH3:11])[CH3:12])[CH2:6][CH:5]1[C:15]([NH:17][C:18]1[CH:19]=[C:20]2[C:25](=[CH:26][CH:27]=1)[NH:24][C:23](=[O:28])[C:22]([C:29]([OH:31])=[O:30])=[CH:21]2)=[O:16])(=[O:3])[CH3:2] |f:4.5|. Reported procedure: A mixture of the above 6-[[[1-acetyl-4-(1-methoxy-1-methylethoxy)2-pyrrolidinyl]carbonyl]amino]-1,2-dihydro-2-oxo-3-quinolinecarboxylic acid, 75 ml of acetonitrile, 5 ml of dimethylformamide, and 3.47 g (24.4 mmol) carbonyldiimidazole is heated at 42°-50° for 2/3 hours and is stirred for 2 hours at room temperature. The mixture is cooled with ice and stirred overnight at room temperature. The solution is concentrated to an oil and treated with tetrahydrofuran and ether, and the solid filtered to... The reactants are BrN1C(CCC1=O)=O (N-Bromosuccinimide), FC(OC1=C(C(=NN1C)C(F)(F)F)CSC=1OC=CN1)F (2-({[5-(Difluoromethoxy)-1-methyl-3-(trifluoromethyl)-1H-pyrazol-4-yl]methyl}sulfanyl)-1,3-oxazole), O (water). Solvent: CN(C=O)C (dimethylformamide). Product: BrC1=CN=C(O1)SCC=1C(=NN(C1OC(F)F)C)C(F)(F)F (5-bromo-2-({[5-(difluoromethoxy)-1-methyl-3-(trifluoromethyl)-1H-pyrazol-4-yl]methyl}sulfanyl)-1,3-oxazole). Reaction SMILES: [F:1][CH:2]([F:21])[O:3][C:4]1[N:8]([CH3:9])[N:7]=[C:6]([C:10]([F:13])([F:12])[F:11])[C:5]=1[CH2:14][S:15][C:16]1[O:17][CH:18]=[CH:19][N:20]=1.[Br:22]N1C(=O)CCC1=O.O>CN(C)C=O>[Br:22][C:18]1[O:17][C:16]([S:15][CH2:14][C:5]2[C:6]([C:10]([F:12])([F:13])[F:11])=[N:7][N:8]([CH3:9])[C:4]=2[O:3][CH:2]([F:1])[F:21])=[N:20][CH:19]=1. Procedure details: 2-({[5-(Difluoromethoxy)-1-methyl-3-(trifluoromethyl)-1H-pyrazol-4-yl]methyl}sulfanyl)-1,3-oxazole (1.24 g, 4 mmol) is initially charged in 20 ml of dimethylformamide. N-Bromosuccinimide (0.892 g, 5 mmol) is then added a little at a time with stirring. The mixture is stirred at 40° C. for a further 6 hours. For work-up, the reaction mixture is added to water and extracted twice with dichloromethane, and the extracts are then washed with water and finally with saturated NaCl solution. The combine... Reactants: C(C)(C)(C)OC(=O)N1C2C(C3=CC(=CC=C3CC21)OC(=O)OC(C)(C)C)(CC)CC (5-tert-Butoxycarbonyloxy-7,7-diethyl-1a,2,7,7a-tetrahydro-1-aza-cyclopropa[b]naphthalene-1-carboxylic acid tert-butyl ester), S1C(=CC=C1)CC(=O)O (thiolacetic acid), CCOCC (Et2O). Yields the product C(C)(C)(C)OC(=O)N[C@H]1[C@@H](CC2=CC=C(C=C2C1(CC)CC)OC(=O)OC(C)(C)C)SC(C)=O (Thioacetic acid S-(trans-3-tert-butoxycarbonylamino-6-tert-butoxycarbonyloxy-4,4-diethyl-1,2,3,4-tetrahydro-naphthalen-2-yl) ester). Reaction SMILES: [C:1]([O:5][C:6]([N:8]1[CH:18]2[CH:9]1[C:10]([CH2:29][CH3:30])([CH2:27][CH3:28])[C:11]1[C:16]([CH2:17]2)=[CH:15][CH:14]=[C:13]([O:19][C:20]([O:22][C:23]([CH3:26])([CH3:25])[CH3:24])=[O:21])[CH:12]=1)=[O:7])([CH3:4])([CH3:3])[CH3:2].[S:31]1C=CC=C1CC(O)=O.[CH3:40][CH2:41][O:42]CC>>[C:1]([O:5][C:6]([NH:8][C@@H:9]1[C:10]([CH2:29][CH3:30])([CH2:27][CH3:28])[C:11]2[C:16](=[CH:15][CH:14]=[C:13]([O:19][C:20]([O:22][C:23]([CH3:25])([CH3:26])[CH3:24])=[O:21])[CH:12]=2)[CH2:17][C@H:18]1[S:31][C:41](=[O:42])[CH3:40])=[O:7])([CH3:4])([CH3:2])[CH3:3]. Procedure: 5-tert-Butoxycarbonyloxy-7,7-diethyl-1a,2,7,7a-tetrahydro-1-aza-cyclopropa[b]naphthalene-1-carboxylic acid tert-butyl ester (218 mg, 0.52 mmol) and the thiolacetic acid (2 mL) was stirred at r.t for over night. The mixture was diluted with Et2O (50 mL), washed with H2O, NaHCO3 (3×), H2O, brine, dried over MgSO4. The residu was purified by a flash chromatrgraphy (10% AcOEt/Hex) (234 mg, 91%). 1H NMR (CDCl3): 7.05-6.95 (3H, m, Har), 4.80 (1H, d, J=10.5 Hz, NH), 4.15-4.00 (2H, m, CHCH), 3.17 (1H, d... The reactants are [Na+].[Cl-] (NaCl), free base, C1(=CC=CC=C1)C1CNCCC1=O (3-phenyl-4-piperidone), [BH4-].[Na+] (sodium borohydride), C(C)O (ethanol). Run in C1=CC=CC=C1 (benzene). Reaction conditions: time 18 hour. Product: C1(=CC=CC=C1)[C@@H]1CNCC[C@H]1O (trans-3-phenyl-4-piperidinol). RXN SMILES: [C:1]1([CH:7]2[C:12](=[O:13])[CH2:11][CH2:10][NH:9][CH2:8]2)[CH:6]=[CH:5][CH:4]=[CH:3][CH:2]=1.[BH4-].[Na+].C(O)C.[Na+].[Cl-]>C1C=CC=CC=1>[C:1]1([C@H:7]2[C@H:12]([OH:13])[CH2:11][CH2:10][NH:9][CH2:8]2)[CH:2]=[CH:3][CH:4]=[CH:5][CH:6]=1 |f:1.2,4.5|. Procedure: A mixture of 0.9 g of the free base, 3-phenyl-4-piperidone of Example 50c, above, 0.19 g of sodium borohydride and 15 ml of absolute ethanol is stirred at room temperature for 6 hours under a nitrogen atmosphere. The mixture is then treated with 25 ml of saturated aqueous NaCl solution and extracted with dichloromethane. The combined organic extracts are washed with saturated aqueous NaCl solution, dried over anhydrous Na2SO4 and concentrated in vacuo to a gum which TLC shows to be a mixture of ...